From a dataset of the Open Reaction Database (ORD), a public repository of structured organic reaction records. describe an organic reaction: reactants, conditions, products, and yield Reaction SMILES: [C:1](=[O:2])([O:3][CH2:4][c:5]1[cH:6][cH:7][cH:8][cH:9][cH:10]1)[N:11]1[CH:12]([C:13](=[O:14])[OH:15])[CH2:16][CH:17]([OH:19])[CH2:18]1.[CH3:20][C:21](=[O:22])[CH3:23]>>[C:1](=[O:2])([O:3][CH2:4][c:5]1[cH:6][cH:7][cH:8][cH:9][cH:10]1)[N:11]1[CH:12]([C:13](=[O:14])[OH:15])[CH2:16][C:17](=[O:19])[CH2:18]1. Starting materials: O=C(O)C1CC(O)CN1C(=O)OCc1ccccc1, CC(C)=O. The product is O=C1CC(C(=O)O)N(C(=O)OCc2ccccc2)C1. Conditions: time 30 minute. Reaction SMILES: [NH2:1][C:2]1[CH:30]=[CH:29][C:5]([O:6][C:7]2[CH:8]=[C:9]([NH:15][C:16](=[O:28])[C:17]3[CH:22]=[CH:21][CH:20]=[C:19]([C:23]4([C:26]#[N:27])[CH2:25][CH2:24]4)[CH:18]=3)[CH:10]=[CH:11][C:12]=2[O:13][CH3:14])=[CH:4][CH:3]=1.[S-:31][C:32]#[N:33].[K+].BrBr>C(O)(=O)C>[NH2:33][C:32]1[S:31][C:3]2[CH:4]=[C:5]([O:6][C:7]3[CH:8]=[C:9]([NH:15][C:16](=[O:28])[C:17]4[CH:22]=[CH:21][CH:20]=[C:19]([C:23]5([C:26]#[N:27])[CH2:25][CH2:24]5)[CH:18]=4)[CH:10]=[CH:11][C:12]=3[O:13][CH3:14])[CH:29]=[CH:30][C:2]=2[N:1]=1 |f:1.2|. Product: NC=1SC2=C(N1)C=CC(=C2)OC=2C=C(C=CC2OC)NC(C2=CC(=CC=C2)C2(CC2)C#N)=O (N-{3-[(2-amino-1,3-benzothiazol-6-yl)oxy]-4-methoxyphenyl}-3-(1-cyanocyclopropyl)benzamide). Run in C(C)(=O)O (acetic acid). Procedure details: To a solution (10 mL) of N-[3-(4-aminophenoxy)-4-methoxyphenyl]-3-(1-cyanocyclopropyl)benzamide (1.74 g, 4.36 mmol) in acetic acid was added potassium thiocyanate (1.46 g, 15.0 mmol), and the mixture was stirred at room temperature for 30 min. To the obtained transparent solution was added dropwise bromine (1.20 g, 7.50 mmol) under ice-cooling, and the reaction mixture was stirred at room temperature for 18 hr. The precipitated yellow powder was filtered off through celite, and the filtrate was ... The yield is 54.3%. Starting materials: NC1=CC=C(OC=2C=C(C=CC2OC)NC(C2=CC(=CC=C2)C2(CC2)C#N)=O)C=C1 (N-[3-(4-aminophenoxy)-4-methoxyphenyl]-3-(1-cyanocyclopropyl)benzamide), [S-]C#N.[K+] (potassium thiocyanate), BrBr (bromine). Reactants: O=C([O-])O, C=O, CNO, Cl, [Na+], O, OCc1ccco1. The product is CN(O)Cc1ccc(CO)o1. Reaction SMILES: [C:15](=[O:16])([OH:17])[O-:18].[CH2:12]=[O:13].[CH3:9][NH:10][OH:11].[ClH:8].[Na+:19].[OH2:14].[o:1]1[c:2]([CH2:6][OH:7])[cH:3][cH:4][cH:5]1>>[o:1]1[c:2]([CH2:6][OH:7])[cH:3][cH:4][c:5]1[CH2:12][N:10]([CH3:9])[OH:11]. Reactants: C[C@H](C1=CC=CC=C1)[NH3+].C(CCC)[C@@H](C(=O)[O-])CO ((R)-2-butyl-3-hydroxypropionic acid (R)-α-methylbenzylammonium salt), C(C)(=O)OC(C)C (isopropyl acetate). The solvent is Cl (HCl). Yields the product C(CCC)[C@@H](C(=O)O)CO ((R)-2-Butyl-3-hydroxypropionic acid). The yield is 98.8%. Reaction SMILES: C[C@@H]([NH3+])C1C=CC=CC=1.[CH2:10]([C@H:14]([CH2:18][OH:19])[C:15]([O-:17])=[O:16])[CH2:11][CH2:12][CH3:13].C(OC(C)C)(=O)C>Cl>[CH2:10]([C@H:14]([CH2:18][OH:19])[C:15]([OH:17])=[O:16])[CH2:11][CH2:12][CH3:13] |f:0.1|. Procedure: (R)-2-Butyl-3-hydroxypropionic acid (R)-α-methylbenzylammonium salt (5, 10.0 g) is dissolved in 2 N HCl (40.0 mL) and isopropyl acetate (50.0 mL) is added to the mixture. After mixing for 5 min, the organic layer is separated and the aqueous layer is extracted with isopropyl acetate (3×50.0 mL). The combined organic layers are washed with water (20.0 mL) and concentrated under vacuum (20 mbar) until no further solvent distills to afford (R)-2-butyl-3-hydroxypropionic acid (1, 5.4 g, 98%); oil; [... Reactants: Oc1ccc2cc(Cc3cc(Br)ccc3Cl)sc2c1, CC(C)I. The product is CC(C)Oc1ccc2cc(Cc3cc(Br)ccc3Cl)sc2c1. RXN SMILES: [Br:1][c:2]1[cH:3][cH:4][c:5]([Cl:19])[c:6]([CH2:8][c:9]2[cH:10][c:11]3[c:12]([s:13]2)[cH:14][c:15]([OH:18])[cH:16][cH:17]3)[cH:7]1.[I:20][CH:21]([CH3:22])[CH3:23]>>[Br:1][c:2]1[cH:3][cH:4][c:5]([Cl:19])[c:6]([CH2:8][c:9]2[cH:10][c:11]3[c:12]([s:13]2)[cH:14][c:15]([O:18][CH:21]([CH3:22])[CH3:23])[cH:16][cH:17]3)[cH:7]1. Reaction SMILES: [C:18]([CH3:19])([CH3:20])([CH3:21])[Si:22]([O:23][c:24]1[c:25]([F:36])[c:26]([C:30]([CH2:31][CH:32]2[CH2:33][CH2:34]2)=[O:35])[cH:27][cH:28][cH:29]1)([CH3:37])[CH3:38].[CH2:39]1[O:40][CH2:41][CH2:42][CH2:43]1.[CH3:9][Si:10]([CH3:11])([CH3:12])[CH2:13][C:14](=[O:15])[O:16][CH3:17].[CH:1]([N-:2][CH:3]([CH3:4])[CH3:5])([CH3:6])[CH3:7].[Li+:8]>>[CH:13]([C:14](=[O:15])[O:16][CH3:17])=[C:30]([c:26]1[c:25]([F:36])[c:24]([O:23][Si:22]([C:18]([CH3:19])([CH3:20])[CH3:21])([CH3:37])[CH3:38])[cH:29][cH:28][cH:27]1)[CH2:31][CH:32]1[CH2:33][CH2:34]1. Product: COC(=O)C=C(CC1CC1)c1cccc(O[Si](C)(C)C(C)(C)C)c1F. Reactants: CC(C)(C)[Si](C)(C)Oc1cccc(C(=O)CC2CC2)c1F, C1CCOC1, COC(=O)C[Si](C)(C)C, CC(C)[N-]C(C)C, [Li+].